Dataset: the Open Reaction Database (ORD), a public repository of structured organic reaction records. Task: describe an organic reaction: reactants, conditions, products, and yield Reactants: COC1=C(C=CC=C1)N=C=O (2-methoxyphenyl isocyanate), COC=1C=C2C(=NC=NC2=CC1OC)OC1=CC(=C(N)C=C1)F (4-[(6,7-Dimethoxy-4-quinazolinyl)oxy]-2-fluoro-aniline), CO (Methanol). Solvent: C(Cl)(Cl)Cl (chloroform). Conditions: temperature 60 celsius, time 8 hour. Yields the product COC=1C=C2C(=NC=NC2=CC1OC)OC1=CC(=C(C=C1)NC(=O)NC1=C(C=CC=C1)OC)F (N-{4-[(6,7-Dimethoxy-4-quinazolinyl)oxy]-2-fluorophenyl}-N′-(2-methoxyphenyl)urea). Yield: 30.0%. Reaction SMILES: [CH3:1][O:2][C:3]1[CH:4]=[C:5]2[C:10](=[CH:11][C:12]=1[O:13][CH3:14])[N:9]=[CH:8][N:7]=[C:6]2[O:15][C:16]1[CH:22]=[CH:21][C:19]([NH2:20])=[C:18]([F:23])[CH:17]=1.[CH3:24][O:25][C:26]1[CH:31]=[CH:30][CH:29]=[CH:28][C:27]=1[N:32]=[C:33]=[O:34].CO>C(Cl)(Cl)Cl>[CH3:1][O:2][C:3]1[CH:4]=[C:5]2[C:10](=[CH:11][C:12]=1[O:13][CH3:14])[N:9]=[CH:8][N:7]=[C:6]2[O:15][C:16]1[CH:22]=[CH:21][C:19]([NH:20][C:33]([NH:32][C:27]2[CH:28]=[CH:29][CH:30]=[CH:31][C:26]=2[O:25][CH3:24])=[O:34])=[C:18]([F:23])[CH:17]=1. Reported procedure: 4-[(6,7-Dimethoxy-4-quinazolinyl)oxy]-2-fluoro-aniline (50 mg) was dissolved in chloroform (3 ml), and 2-methoxyphenyl isocyanate (32 μl) was then added to the solution. The mixture was stirred at 60° C. overnight. Methanol was added to the reaction solution, and the mixture was purified by HPLC by development with chloroform/methanol to give 22 mg (yield 30%) of the title compound. The reactants are C(=O)([O-])[O-].[K+].[K+] (K2CO3), C(C)(C)(C)OC(CN1C=C(C2=CC=CC=C12)C1NS(C2=C1C=CC=C2)(=O)=O)=O ([3-(1,1-Dioxo-2,3-dihydro-1H-1λ6-benzo[d]isothiazol-3-yl)-indol-1-yl]-acetic acid tert-butyl ester), CI (methyl iodide). The solvent is CN(C)C=O (DMF). The product is CN1S(C2=C(C1C1=CN(C3=CC=CC=C13)CC(=O)O)C=CC=C2)(=O)=O ([3-(2-Methyl-1,1-dioxo-2,3-dihydro-1H-1λ6-benzo[d]isothiazol-3-yl)-indol-1-yl]-acetic acid). As a reaction SMILES: C([O:5][C:6](=[O:28])[CH2:7][N:8]1[C:16]2[C:11](=[CH:12][CH:13]=[CH:14][CH:15]=2)[C:10]([CH:17]2[C:21]3[CH:22]=[CH:23][CH:24]=[CH:25][C:20]=3[S:19](=[O:27])(=[O:26])[NH:18]2)=[CH:9]1)(C)(C)C.[C:29]([O-])([O-])=O.[K+].[K+].CI>CN(C=O)C>[CH3:29][N:18]1[CH:17]([C:10]2[C:11]3[C:16](=[CH:15][CH:14]=[CH:13][CH:12]=3)[N:8]([CH2:7][C:6]([OH:5])=[O:28])[CH:9]=2)[C:21]2[CH:22]=[CH:23][CH:24]=[CH:25][C:20]=2[S:19]1(=[O:26])=[O:27] |f:1.2.3|. Reported procedure: The intermediate from example 1, step d (33 mg, 0.08 mmol) was dissolved in DMF (1 mL) and treated with K2CO3 (28 mg, 0.2 mmol) followed by methyl iodide. The reaction was heated to 70°-80° C. for 1 h. The reaction mixture was cooled and partitioned between EtOAc and water. The organic layer was washed several times with water then concentrated to dryness. The crude residue was then treated with TFA (2 mL) for 2 h. The reaction was concentrated and purified by preparative LCMS to give the title ... Starting materials: ClC(C)OC(=O)N1CCC(=CC1)C1=C(C=CC(=C1)Cl)NC(=O)C1=CC(=NC=C1)Cl (4-{5-chloro-2-[(2-chloro-pyridine-4-carbonyl)-amino]phenyl}-3,6-dihydro-2H-pyridine-1-carboxylic acid 1-chloro-ethyl ester). The solvent is CO (methanol). Yields the product Cl.ClC=1C=C(C(=O)NC2=C(C=C(C=C2)Cl)C=2CCNCC2)C=CN1 (2-Chloro-N-[4-chloro-2-(1,2,3,6-tetrahydro-pyridin-4-yl)-phenyl]-isonicotinamide hydrochloride). The yield is 99.9%. Reaction SMILES: [Cl:1]C(OC([N:7]1[CH2:12][CH:11]=[C:10]([C:13]2[CH:18]=[C:17]([Cl:19])[CH:16]=[CH:15][C:14]=2[NH:20][C:21]([C:23]2[CH:28]=[CH:27][N:26]=[C:25]([Cl:29])[CH:24]=2)=[O:22])[CH2:9][CH2:8]1)=O)C>CO>[ClH:1].[Cl:29][C:25]1[CH:24]=[C:23]([CH:28]=[CH:27][N:26]=1)[C:21]([NH:20][C:14]1[CH:15]=[CH:16][C:17]([Cl:19])=[CH:18][C:13]=1[C:10]1[CH2:11][CH2:12][NH:7][CH2:8][CH:9]=1)=[O:22] |f:2.3|. Procedure: Crude 4-{5-chloro-2-[(2-chloro-pyridine-4-carbonyl)-amino]phenyl}-3,6-dihydro-2H-pyridine-1-carboxylic acid 1-chloro-ethyl ester (550 mg) was dissolved in methanol (25 ml) in and heated to reflux for 16 hours. Evaporation afforded the crude title product (465 mg). Retention Time HPLC 1.48 min; MS (ES+) 350, 348 (M+H+).